This data is from the Open Reaction Database (ORD), a public repository of structured organic reaction records. The task is: describe an organic reaction: reactants, conditions, products, and yield The reactants are C(=O)(O)COC1=C(C=CC(=C1)OCC=C(C)C)C(C)=O (2'-carboxymethoxy-4'-(3-methyl-2-butenyloxy)acetophenone), C(CCCCCC)C1=CC=C(C=O)C=C1 (4-n-heptylbenzaldehyde), [OH-].[K+] (potassium hydroxide). Run in C(C)O (ethanol). Conditions: time 5 hour. Yields the product C(=O)(O)COC1=C(C(C=CC2=CC=C(C=C2)CCCCCCC)=O)C=CC(=C1)OCC=C(C)C (2'-carboxymethoxy-4-n-heptyl-4'-(3-methyl-2-butenyloxy)chalcone). As a reaction SMILES: [C:1]([CH2:4][O:5][C:6]1[CH:11]=[C:10]([O:12][CH2:13][CH:14]=[C:15]([CH3:17])[CH3:16])[CH:9]=[CH:8][C:7]=1[C:18](=[O:20])[CH3:19])([OH:3])=[O:2].[CH2:21]([C:28]1[CH:35]=[CH:34][C:31]([CH:32]=O)=[CH:30][CH:29]=1)[CH2:22][CH2:23][CH2:24][CH2:25][CH2:26][CH3:27].[OH-].[K+]>C(O)C>[C:1]([CH2:4][O:5][C:6]1[CH:11]=[C:10]([O:12][CH2:13][CH:14]=[C:15]([CH3:16])[CH3:17])[CH:9]=[CH:8][C:7]=1[C:18](=[O:20])[CH:19]=[CH:32][C:31]1[CH:34]=[CH:35][C:28]([CH2:21][CH2:22][CH2:23][CH2:24][CH2:25][CH2:26][CH3:27])=[CH:29][CH:30]=1)([OH:3])=[O:2] |f:2.3|. Procedure: To a solution of 3.48 9 of 2'-carboxymethoxy-4'-(3-methyl-2-butenyloxy)acetophenone and 2.80 g of 4-n-heptylbenzaldehyde in 120 ml of ethanol was added 3.5 g of potassium hydroxide, and the mixture was stirred for 5 hours. After neutralization with dilute sulfuric acid, the resulting precipitate was collected by filtration, washed with water, dried and recrystallized from ethanol to give 4.10 g of 2'-carboxymethoxy-4-n-heptyl-4'-(3-methyl-2-butenyloxy)chalcone as pale yellow needles.